This data is from the Open Reaction Database (ORD), a public repository of structured organic reaction records. The task is: describe an organic reaction: reactants, conditions, products, and yield The reactants are O=C([O-])[O-], ClCCl, CN(C)c1ccncc1, CC(C)C=CN(C(=O)Cl)C(C)(C)C, [K+], [K+], c1cn[nH]c1. Yields the product CC(C)C=CN(C(=O)n1cccn1)C(C)(C)C. As a reaction SMILES: [C:19](=[O:20])([O-:21])[O-:22].[CH2:34]([Cl:35])[Cl:36].[CH3:25][N:26]([CH3:27])[c:28]1[cH:29][cH:30][n:31][cH:32][cH:33]1.[CH:6]([CH3:7])([CH3:8])[CH:9]=[CH:10][N:11]([C:12](=[O:13])[Cl:14])[C:15]([CH3:16])([CH3:17])[CH3:18].[K+:23].[K+:24].[nH:1]1[n:2][cH:3][cH:4][cH:5]1>>[n:1]1([C:12]([N:11]([CH:10]=[CH:9][CH:6]([CH3:7])[CH3:8])[C:15]([CH3:16])([CH3:17])[CH3:18])=[O:13])[n:2][cH:3][cH:4][cH:5]1. Reactants: ClC1=CC=C(C(=C1CN([C@@H](CC(C)(C)C)CN(C)C)CC=1C=C(CN2S(CCC2C(=O)O)(=O)=O)C=CC1)F)OC (2-(3-{[(6-chloro-2-fluoro-3-methoxy-benzyl)-((S)-1dimethylaminomethyl-3,3-dimethyl-butyl)-amino]-methyl}-benzyl)-1,1-dioxo-1λ6-isothiazolidine-3-carboxylic acid), ClC1=CC=C(C(=C1CN([C@@H](CC(C)(C)C)CN(C)C)CC=1C=C(CN2S(CCC2C(=O)O)(=O)=O)C=CC1)F)OC (2-(3-{[(6-chloro-2-fluoro-3-methoxy-benzyl)-((S)-1dimethylaminomethyl-3,3-dimethyl-butyl)-amino]-methyl}-benzyl)-1,1-dioxo-1λ6-isothiazolidine-3-carboxylic acid), ClC1=CC=C(C=C1)C1(CCNCC1)O (4-(4-chlorophenyl)-4-hydroxypiperidine). Yields the product ClC1=CC=C(C(=C1CN([C@@H](CC(C)(C)C)CN(C)C)CC=1C=C(CN2S(CCC2C(=O)N2CCC(CC2)(O)C2=CC=C(C=C2)Cl)(=O)=O)C=CC1)F)OC ([2-(3-{[(6-Chloro-2-fluoro-3-methoxy-benzyl)-((S)-1-dimethylaminomethyl-3,3-dimethyl-butyl)-amino]-methyl}-benzyl)-1,1-dioxo-1λ6-isothiazolidin-3-yl]-[4-(4-chloro-phenyl)-4-hydroxy-piperidin-1-yl]-methanone). The yield is 61.7%. RXN SMILES: [Cl:1][C:2]1[C:7]([CH2:8][N:9]([CH2:20][C:21]2[CH:22]=[C:23]([CH:35]=[CH:36][CH:37]=2)[CH2:24][N:25]2[CH:29]([C:30](O)=[O:31])[CH2:28][CH2:27][S:26]2(=[O:34])=[O:33])[C@H:10]([CH2:16][N:17]([CH3:19])[CH3:18])[CH2:11][C:12]([CH3:15])([CH3:14])[CH3:13])=[C:6]([F:38])[C:5]([O:39][CH3:40])=[CH:4][CH:3]=1.[Cl:41][C:42]1[CH:47]=[CH:46][C:45]([C:48]2([OH:54])[CH2:53][CH2:52][NH:51][CH2:50][CH2:49]2)=[CH:44][CH:43]=1>>[Cl:1][C:2]1[C:7]([CH2:8][N:9]([CH2:20][C:21]2[CH:22]=[C:23]([CH:35]=[CH:36][CH:37]=2)[CH2:24][N:25]2[CH:29]([C:30]([N:51]3[CH2:50][CH2:49][C:48]([C:45]4[CH:46]=[CH:47][C:42]([Cl:41])=[CH:43][CH:44]=4)([OH:54])[CH2:53][CH2:52]3)=[O:31])[CH2:28][CH2:27][S:26]2(=[O:34])=[O:33])[C@H:10]([CH2:16][N:17]([CH3:18])[CH3:19])[CH2:11][C:12]([CH3:15])([CH3:14])[CH3:13])=[C:6]([F:38])[C:5]([O:39][CH3:40])=[CH:4][CH:3]=1. Reported procedure: 2-(3-{[(6-Chloro-2-fluoro-3-methoxy-benzyl)-((S)-1 dimethylaminomethyl-3,3-dimethyl-butyl)-amino]-methyl}-benzyl)-1,1-dioxo-1λ6-isothiazolidine-3-carboxylic acid (Intermediate 7, 0.081 g, 0.135 mmol) was reacted with 4-(4-chlorophenyl)-4-hydroxypiperidine (available from Aldrich Chemical Company, Inc., 1001 West Saint Paul Avenue, Milwaukee, Wis. 53233, USA; 0.035, 0.166 mmol) to form [2-(3-{[(6-Chloro-2-fluoro-3-methoxy-benzyl)-((S)-1-dimethylaminomethyl-3,3-dimethyl-butyl)-amino]-methyl}-benzy... The reagents and catalysts are CN(C1=CC=NC=C1)C (4-(dimethylamino)pyridine), CN(C1=CC=NC=C1)C (4-(dimethylamino)pyridine), CN(C1=CC=NC=C1)C (4-(dimethylamino)pyridine). Reaction SMILES: [CH:1]1([N:4]2[CH2:9][C:8]3([CH2:14][CH2:13][N:12]([CH:15]([C:20]4[CH:25]=[CH:24][C:23]([C:26]5[CH:35]=[C:34]6[C:29]([CH:30]=[CH:31][CH:32]=[N:33]6)=[CH:28][CH:27]=5)=[CH:22][CH:21]=4)[CH2:16][C:17](O)=[O:18])[CH2:11][CH2:10]3)[O:7][CH2:6][C:5]2=[O:36])[CH2:3][CH2:2]1.C([N:40]=C=NC(C)C)(C)C.[Br-].[NH4+].Cl.CN(C)CCCN=C=NCC>ClCCl.CN(C)C1C=CN=CC=1.C(#N)C>[CH:1]1([N:4]2[CH2:9][C:8]3([CH2:10][CH2:11][N:12]([CH:15]([C:20]4[CH:21]=[CH:22][C:23]([C:26]5[CH:35]=[C:34]6[C:29]([CH:30]=[CH:31][CH:32]=[N:33]6)=[CH:28][CH:27]=5)=[CH:24][CH:25]=4)[CH2:16][C:17]([NH2:40])=[O:18])[CH2:13][CH2:14]3)[O:7][CH2:6][C:5]2=[O:36])[CH2:3][CH2:2]1 |f:2.3,4.5|. Procedure: A solution of 3-(4-cyclopropyl-3-oxo-1-oxa-4,9-diazaspiro[5.5]undecan-9-yl)-3-(4-(quinolin-7-yl)phenyl)propanoic acid (0.152 mmol) in dichloromethane (1 mL) was treated with 4-(dimethylamino)pyridine (8.19 μmol), N,N′-diisopropylcarbodiimide (0.183 mmol), and ammonium bromide (0.229 mmol). The reaction mixture was sealed and was allowed to stir at room temperature overnight. Minimal conversion of starting material occurred, so additional 4-(dimethylamino)pyridine (8.19 μmol) was added and the re... The reactants are C1(CC1)N1C(COC2(C1)CCN(CC2)C(CC(=O)O)C2=CC=C(C=C2)C2=CC=C1C=CC=NC1=C2)=O (3-(4-cyclopropyl-3-oxo-1-oxa-4,9-diazaspiro[5.5]undecan-9-yl)-3-(4-(quinolin-7-yl)phenyl)propanoic acid), C(C)(C)N=C=NC(C)C (N,N′-diisopropylcarbodiimide), [Br-].[NH4+] (ammonium bromide), Cl.CN(CCCN=C=NCC)C (N-(3-dimethylaminopropyl)-N′-ethylcarbodiimide hydrochloride), [Br-].[NH4+] (ammonium bromide). Conditions: time 8 hour. Product: C1(CC1)N1C(COC2(C1)CCN(CC2)C(CC(=O)N)C2=CC=C(C=C2)C2=CC=C1C=CC=NC1=C2)=O ((−)-3-(4-cyclopropyl-3-oxo-1-oxa-4,9-diazaspiro[5.5]undecan-9-yl)-3-(4-(quinolin-7-yl)phenyl)propanamide). Solvent: ClCCl (dichloromethane), C(C)#N (acetonitrile). The reactants are C1CCOC1, O=[N+]([O-])c1cnc(Cl)cc1Nc1ccc(OCc2ccccc2)cc1, [H-], [Na+], CN(C)C=O, O, CC(C)(C)OC(=O)Nc1cccc(O)c1. Product: CC(C)(C)OC(=O)Nc1cccc(Oc2cc(Nc3ccc(OCc4ccccc4)cc3)c([N+](=O)[O-])cn2)c1. RXN SMILES: [CH2:44]1[O:45][CH2:46][CH2:47][CH2:48]1.[Cl:18][c:19]1[n:20][cH:21][c:22]([N+:40](=[O:41])[O-:42])[c:23]([NH:25][c:26]2[cH:27][cH:28][c:29]([O:32][CH2:33][c:34]3[cH:35][cH:36][cH:37][cH:38][cH:39]3)[cH:30][cH:31]2)[cH:24]1.[H-:17].[Na+:16].[O:49]=[CH:50][N:51]([CH3:52])[CH3:53].[OH2:43].[OH:1][c:2]1[cH:3][c:4]([NH:8][C:9]([O:10][C:11]([CH3:12])([CH3:13])[CH3:14])=[O:15])[cH:5][cH:6][cH:7]1>>[O:1]([c:2]1[cH:3][c:4]([NH:8][C:9]([O:10][C:11]([CH3:12])([CH3:13])[CH3:14])=[O:15])[cH:5][cH:6][cH:7]1)[c:19]1[n:20][cH:21][c:22]([N+:40](=[O:41])[O-:42])[c:23]([NH:25][c:26]2[cH:27][cH:28][c:29]([O:32][CH2:33][c:34]3[cH:35][cH:36][cH:37][cH:38][cH:39]3)[cH:30][cH:31]2)[cH:24]1. Reactants: ClC1=NC=2C3=C(C=NC2C=C1)C(NC(N3C3=CC(=CC=C3)C(F)(F)F)=O)=O (9-chloro-1-(3-(trifluoromethyl)phenyl)pyrimidino[5,4-c][1,5]naphthyridine-2,4(1H,3H)-dione), CC1(OB(OC1(C)C)C=1C=CC(=NC1)N)C (5-(4,4,5,5-tetramethyl-1,3,2-dioxaborolan-2-yl)pyridin-2-amine), C([O-])([O-])=O.[K+].[K+] (potassium carbonate), O1CCOCC1 (dioxane). Reagents/catalysts: C=1C=CC(=CC1)[P](C=2C=CC=CC2)(C=3C=CC=CC3)[Pd]([P](C=4C=CC=CC4)(C=5C=CC=CC5)C=6C=CC=CC6)([P](C=7C=CC=CC7)(C=8C=CC=CC8)C=9C=CC=CC9)[P](C=1C=CC=CC1)(C=1C=CC=CC1)C=1C=CC=CC1 (tetrakis(triphenylphosphine)palladium). Run in O (water). Yields the product NC1=CC=C(C=N1)C1=NC=2C3=C(C=NC2C=C1)C(NC(N3C3=CC(=CC=C3)C(F)(F)F)=O)=O (9-(6-aminopyridin-3-yl)-1-(3-(trifluoromethyl)phenyl)pyrimidino[5,4-c][1,5]naphthyridine-2,4(1H,3H)-dione). Isolated yield 12.4%. As a reaction SMILES: Cl[C:2]1[CH:11]=[CH:10][C:9]2[N:8]=[CH:7][C:6]3[C:12](=[O:27])[NH:13][C:14](=[O:26])[N:15]([C:16]4[CH:21]=[CH:20][CH:19]=[C:18]([C:22]([F:25])([F:24])[F:23])[CH:17]=4)[C:5]=3[C:4]=2[N:3]=1.CC1(C)C(C)(C)OB([C:36]2[CH:37]=[CH:38][C:39]([NH2:42])=[N:40][CH:41]=2)O1.C(=O)([O-])[O-].[K+].[K+].O1CCOCC1>C1C=CC([P]([Pd]([P](C2C=CC=CC=2)(C2C=CC=CC=2)C2C=CC=CC=2)([P](C2C=CC=CC=2)(C2C=CC=CC=2)C2C=CC=CC=2)[P](C2C=CC=CC=2)(C2C=CC=CC=2)C2C=CC=CC=2)(C2C=CC=CC=2)C2C=CC=CC=2)=CC=1.O>[NH2:42][C:39]1[N:40]=[CH:41][C:36]([C:2]2[CH:11]=[CH:10][C:9]3[N:8]=[CH:7][C:6]4[C:12](=[O:27])[NH:13][C:14](=[O:26])[N:15]([C:16]5[CH:21]=[CH:20][CH:19]=[C:18]([C:22]([F:25])([F:24])[F:23])[CH:17]=5)[C:5]=4[C:4]=3[N:3]=2)=[CH:37][CH:38]=1 |f:2.3.4,^1:59,61,80,99|. Reported procedure: 9-chloro-1-(3-(trifluoromethyl)phenyl)pyrimidino[5,4-c][1,5]naphthyridine-2,4(1H,3H)-dione (400 mg, 1 mmol), 5-(4,4,5,5-tetramethyl-1,3,2-dioxaborolan-2-yl)pyridin-2-amine (440 mg, 2.0 mmol), potassium carbonate (414 mg, 3.0 mmol) and tetrakis(triphenylphosphine)palladium(58 mg, 0.05 mmol) were added to 40 mL dioxane and 2 mL water. The resulting mixture was reacted under reflux in the nitrogen protection for 18 hrs, cooled to room temperature, filtered with Celite, concentrated, and separated b... The reactants are [Br-], O=C1CCC1, CCO, CCOCC, Cl, [H][H], [Mg+]c1ccc2ccccc2c1. Yields the product c1ccc2cc(C3CCC3)ccc2c1. As a reaction SMILES: [Br-:1].[C:13]1(=[O:17])[CH2:14][CH2:15][CH2:16]1.[CH3:21][CH2:22][OH:23].[CH3:24][CH2:25][O:26][CH2:27][CH3:28].[ClH:18].[H:19][H:20].[cH:2]1[c:3]([Mg+:12])[cH:4][cH:5][c:6]2[cH:7][cH:8][cH:9][cH:10][c:11]12>>[cH:2]1[c:3]([CH:13]2[CH2:14][CH2:15][CH2:16]2)[cH:4][cH:5][c:6]2[cH:7][cH:8][cH:9][cH:10][c:11]12. Starting materials: C1CCOC1, COc1ccc(CC(=O)O)cc1, C[Si](C)(C)[N-][Si](C)(C)C, COC(=O)c1ccc(Cl)cc1Cl, Cl, [Na+]. The product is COc1ccc(CC(=O)c2ccc(Cl)cc2Cl)cc1. Reaction SMILES: [CH2:36]1[O:37][CH2:38][CH2:39][CH2:40]1.[CH3:11][O:12][c:13]1[cH:14][cH:15][c:16]([CH2:17][C:18]([OH:19])=[O:20])[cH:21][cH:22]1.[CH3:2][Si:3]([N-:4][Si:5]([CH3:6])([CH3:7])[CH3:8])([CH3:9])[CH3:10].[Cl:23][c:24]1[c:25]([C:26]([O:27][CH3:28])=[O:29])[cH:30][cH:31][c:32]([Cl:34])[cH:33]1.[ClH:35].[Na+:1]>>[CH3:11][O:12][c:13]1[cH:14][cH:15][c:16]([CH2:17][C:18](=[O:20])[c:25]2[c:24]([Cl:23])[cH:33][c:32]([Cl:34])[cH:31][cH:30]2)[cH:21][cH:22]1. Starting materials: BrC=1C(=CC2=C(C=3N(CCO2)C(=C(N3)C(=O)O)C(C3=CC(=CC=C3)C(F)(F)F)O)C1)F (10-bromo-9-fluoro-3-(hydroxy(3-(trifluoromethyl)phenyl)methyl)-5,6-dihydrobenzo[f]imidazo[1,2-d][1,4]oxazepine-2-carboxylic acid), BrC=1C(=CC2=C(C=3N(CCO2)C(=C(N3)C(=O)OC)C(O)C=3C(=NN(C3)C)C)C1)F (methyl 10-bromo-3-((1,3-dimethyl-1H-pyrazol-4-yl)(hydroxy)methyl)-9-fluoro-5,6-dihydrobenzo[f]imidazo[1,2-d][1,4]oxazepine-2-carboxylate), [OH-].[Li+] (lithium hydroxide). Yields the product BrC=1C(=CC2=C(C=3N(CCO2)C(=C(N3)C(=O)O)C(O)C=3C(=NN(C3)C)C)C1)F ((±)-10-bromo-3-((1,3-dimethyl-1H-pyrazol-4-yl)(hydroxy)methyl)-9-fluoro-5,6-dihydrobenzo[f]imidazo[1,2-d][1,4]oxazepine-2-carboxylic acid). RXN SMILES: BrC1C(F)=CC2OCCN3C(C(O)C4C=CC=C(C(F)(F)F)C=4)=C(C(O)=O)N=C3C=2C=1.[Br:32][C:33]1[C:34]([F:60])=[CH:35][C:36]2[O:42][CH2:41][CH2:40][N:39]3[C:43]([CH:50]([C:52]4[C:53]([CH3:58])=[N:54][N:55]([CH3:57])[CH:56]=4)[OH:51])=[C:44]([C:46]([O:48]C)=[O:47])[N:45]=[C:38]3[C:37]=2[CH:59]=1.[OH-].[Li+]>>[Br:32][C:33]1[C:34]([F:60])=[CH:35][C:36]2[O:42][CH2:41][CH2:40][N:39]3[C:43]([CH:50]([C:52]4[C:53]([CH3:58])=[N:54][N:55]([CH3:57])[CH:56]=4)[OH:51])=[C:44]([C:46]([OH:48])=[O:47])[N:45]=[C:38]3[C:37]=2[CH:59]=1 |f:2.3|. Procedure details: 10-bromo-3-((1,3-dimethyl-1H-pyrazol-4-yl)(hydroxy)methyl)-9-fluoro-5,6-dihydrobenzo[f]imidazo[1,2-d][1,4]oxazepine-2-carboxylic acid was prepared similarly according to the procedure for the synthesis of 10-bromo-9-fluoro-3-(hydroxy(3-(trifluoromethyl)phenyl)methyl)-5,6-dihydrobenzo[f]imidazo[1,2-d][1,4]oxazepine-2-carboxylic acid. methyl 10-bromo-3-((1,3-dimethyl-1H-pyrazol-4-yl)(hydroxy)methyl)-9-fluoro-5,6-dihydrobenzo[f]imidazo[1,2-d][1,4]oxazepine-2-carboxylate was reacted with lithium hyd...